Dataset: the Open Reaction Database (ORD), a public repository of structured organic reaction records. Task: describe an organic reaction: reactants, conditions, products, and yield Starting materials: CC(C)([O-])C.[K+] (Potassium tert-butoxide), C1(=CC=C(C=C1)S(=O)(=O)C[N+]#[C-])C (p-Toluenesulfonylmethyl isocyanide), C(C)(C)(C)O (tert-butanol), CC1(OCCC(C1)=O)C (2,2-dimethyltetrahydro-4H-pyran-4-one). The solvent is C(OC)COC (dimethoxyethane), C(C)OCC (Diethyl ether). Run at temperature -20 celsius. Yields the product CC1(OCCC(C1)C#N)C (2,2-Dimethyltetrahydro-2H-pyran-4-carbonitrile). Yield: 84.4%. Reaction SMILES: C1(C)C=CC(S([CH2:10][N+:11]#[C-])(=O)=O)=CC=1.C(O)(C)(C)C.[CH3:19][C:20]1([CH3:27])[CH2:25][C:24](=O)[CH2:23][CH2:22][O:21]1.CC(C)([O-])C.[K+]>C(COC)OC.C(OCC)C>[CH3:19][C:20]1([CH3:27])[CH2:25][CH:24]([C:10]#[N:11])[CH2:23][CH2:22][O:21]1 |f:3.4|. Procedure: p-Toluenesulfonylmethyl isocyanide (693 mg) and tert-butanol (438 μl) were added to a solution of 2,2-dimethyltetrahydro-4H-pyran-4-one (350 mg) in dimethoxyethane (10 ml) with stirring. Potassium tert-butoxide (766 mg) were added in three portions under cooling at −20° C. The mixture was heated to room temperature and then stirred for 18 hours. Diethyl ether was added and the mixture was filtered through Celite. Thereafter, the solvent was evaporated under reduced pressure to give the title com...